Dataset: the Open Reaction Database (ORD), a public repository of structured organic reaction records. Task: describe an organic reaction: reactants, conditions, products, and yield Starting materials: [OH-].[Na+] (sodium hydroxide), BrC=1C=2N(C=C(C1)C(=O)OCC)C=CN2 (ethyl 8-bromoimidazo[1,2-a]pyridine-6-carboxylate), CC1=CC=C(C=C1)B(O)O ((4-methylphenyl)boronic acid), (tetrakistriphenylphosphine) palladium(0), C([O-])([O-])=O.[K+].[K+] (potassium carbonate). Run in CO (methanol), O (water), C(CC)O (n-propanol). Reaction conditions: temperature 90 celsius, time 18 hour. The product is CC1=CC=C(C=C1)C=1C=2N(C=C(C1)C(=O)O)C=CN2 (8-(4-methylphenyl)imidazo[1,2-a]pyridine-6-carboxylic acid). As a reaction SMILES: Br[C:2]1[C:3]2[N:4]([CH:13]=[CH:14][N:15]=2)[CH:5]=[C:6]([C:8]([O:10]CC)=[O:9])[CH:7]=1.[CH3:16][C:17]1[CH:22]=[CH:21][C:20](B(O)O)=[CH:19][CH:18]=1.C(=O)([O-])[O-].[K+].[K+].[OH-].[Na+]>CO.O.C(O)CC>[CH3:16][C:17]1[CH:22]=[CH:21][C:20]([C:2]2[C:3]3[N:4]([CH:13]=[CH:14][N:15]=3)[CH:5]=[C:6]([C:8]([OH:10])=[O:9])[CH:7]=2)=[CH:19][CH:18]=1 |f:2.3.4,5.6|. Procedure details: A degassed solution of n-propanol (40 mL) and water (10 mL) was added to a mixture of ethyl 8-bromoimidazo[1,2-a]pyridine-6-carboxylate (1.0 g, 3.72 mmol), (4-methylphenyl)boronic acid (0.66 g, 4.83 mmol), (tetrakistriphenylphosphine) palladium(0) (0.22 g, 0.19 mmol) and potassium carbonate (1.54 g, 11.2 mmol). The mixture was heated to 90° C. After 18 h, sodium hydroxide (3N in water; 3 mL) and methanol (20 mL) was added. The mixture was stirred at 90° C. for another 48 h. The mixture was coole...